The task is: describe an organic reaction: reactants, conditions, products, and yield. This data is from the Open Reaction Database (ORD), a public repository of structured organic reaction records. Starting materials: CN(C)C=O, [H-], COc1nc(N)nc(OC)n1, [Na+], O, CSC(=NS(=O)(=O)c1ccccc1-c1ccccc1)SC. Yields the product COc1nc(N=C(NS(=O)(=O)c2ccccc2-c2ccccc2)SC)nc(OC)n1. As a reaction SMILES: [CH3:36][N:37]([CH3:38])[CH:39]=[O:40].[H-:12].[NH2:1][c:2]1[n:3][c:4]([O:10][CH3:11])[n:5][c:6]([O:8][CH3:9])[n:7]1.[Na+:13].[OH2:35].[c:14]1(-[c:29]2[cH:30][cH:31][cH:32][cH:33][cH:34]2)[c:15]([S:20](=[O:21])(=[O:22])[N:23]=[C:24]([S:25][CH3:26])[S:27][CH3:28])[cH:16][cH:17][cH:18][cH:19]1>>[N:1]([c:2]1[n:3][c:4]([O:10][CH3:11])[n:5][c:6]([O:8][CH3:9])[n:7]1)=[C:24]([NH:23][S:20]([c:15]1[c:14](-[c:29]2[cH:30][cH:31][cH:32][cH:33][cH:34]2)[cH:19][cH:18][cH:17][cH:16]1)(=[O:21])=[O:22])[S:25][CH3:26]. The reactants are [F-].[Cs+] (Cesium fluoride), CC=1C=C(C(=O)OC)C=CC1C1CCC(CC=2N(N=C(C21)C2=NC=CC=C2)C)=O (rac-methyl 3-methyl-4-(1-methyl-7-oxo-3-(pyridin-2-yl)-1,4,5,6,7,8-hexahydrocyclohepta[c]pyrazol-4-yl)benzoate), [F-].C(CCC)[N+](CCCC)(CCCC)CCCC (tetrabutylammonium fluoride), C1CCOC1 (THF), FC(F)(F)[Si](C)(C)C ((trifluoromethyl)trimethylsilane), FC(F)(F)[Si](C)(C)C ((trifluoromethyl)trimethylsilane). The solvent is COCCOC (DME). Run at time 20 minute. Product: O[C@]1(CC[C@@H](C2=C(N(N=C2C2=NC=CC=C2)C)C1)C1=C(C=C(C(=O)OC)C=C1)C)C(F)(F)F (rac-methyl 4-((4R,7S)-7-hydroxy-1-methyl-3-(pyridin-2-yl)-7-(trifluoromethyl)-1,4,5,6,7,8-hexahydrocyclohepta[c]pyrazol-4-yl)-3-methylbenzoate). Isolated yield 8.0%. As a reaction SMILES: [F-].[Cs+].[CH3:3][C:4]1[CH:5]=[C:6]([CH:11]=[CH:12][C:13]=1[CH:14]1[C:23]2[C:22]([C:24]3[CH:29]=[CH:28][CH:27]=[CH:26][N:25]=3)=[N:21][N:20]([CH3:30])[C:19]=2[CH2:18][C:17](=[O:31])[CH2:16][CH2:15]1)[C:7]([O:9][CH3:10])=[O:8].[F:32][C:33]([Si](C)(C)C)([F:35])[F:34].[F-].C([N+](CCCC)(CCCC)CCCC)CCC.C1COCC1>COCCOC>[OH:31][C@:17]1([C:33]([F:35])([F:34])[F:32])[CH2:18][C:19]2[N:20]([CH3:30])[N:21]=[C:22]([C:24]3[CH:29]=[CH:28][CH:27]=[CH:26][N:25]=3)[C:23]=2[C@@H:14]([C:13]2[CH:12]=[CH:11][C:6]([C:7]([O:9][CH3:10])=[O:8])=[CH:5][C:4]=2[CH3:3])[CH2:15][CH2:16]1 |f:0.1,4.5|. Procedure: Cesium fluoride (0.037 g, 0.244 mmol) was added to a solution of rac-methyl 3-methyl-4-(1-methyl-7-oxo-3-(pyridin-2-yl)-1,4,5,6,7,8-hexahydrocyclohepta[c]pyrazol-4-yl)benzoate (0.190 g, 0.488 mmol) in DME (50 mL). The mixture was stirred at rt for about 20 min then it was cooled in an ice bath and (trifluoromethyl)trimethylsilane (1.44 mL, 9.76 mmol) was added in a dropwise manner. After about 30 min, (trifluoromethyl)trimethylsilane (1.44 mL, 9.76 mmol) was added. After about 45 min, the mixtur... Starting materials: C(C)(C)(C)OC(=O)N1CCC(CC1)C(=O)N1C[C@@H]([C@H](C1)N(C(C)C)C(=O)OC1=CC=C(C=C1)F)C1=CC=C(C=C1)Cl (4-{(3S,4R)-3-(4-Chloro-phenyl)-4-[(4-fluoro-phenoxycarbonyl)-isopropyl-amino]-pyrrolidine-1-carbonyl}-piperidine-1-carboxylic acid tert-butyl ester), C(=O)(C(F)(F)F)O (TFA). Yields the product FC1=CC=C(C=C1)OC(N(C(C)C)[C@H]1CN(C[C@@H]1C1=CC=C(C=C1)Cl)C(=O)C1CCNCC1)=O ([(3R,4S)-4-(4-Chloro-phenyl)-1-(piperidine-4-carbonyl)-pyrrolidin-3-yl]-isopropyl-carbamic acid 4-fluoro-phenyl ester). As a reaction SMILES: C(OC([N:8]1[CH2:13][CH2:12][CH:11]([C:14]([N:16]2[CH2:20][C@H:19]([N:21]([C:25]([O:27][C:28]3[CH:33]=[CH:32][C:31]([F:34])=[CH:30][CH:29]=3)=[O:26])[CH:22]([CH3:24])[CH3:23])[C@@H:18]([C:35]3[CH:40]=[CH:39][C:38]([Cl:41])=[CH:37][CH:36]=3)[CH2:17]2)=[O:15])[CH2:10][CH2:9]1)=O)(C)(C)C.C(O)(C(F)(F)F)=O>>[F:34][C:31]1[CH:32]=[CH:33][C:28]([O:27][C:25](=[O:26])[N:21]([C@@H:19]2[C@@H:18]([C:35]3[CH:40]=[CH:39][C:38]([Cl:41])=[CH:37][CH:36]=3)[CH2:17][N:16]([C:14]([CH:11]3[CH2:10][CH2:9][NH:8][CH2:13][CH2:12]3)=[O:15])[CH2:20]2)[CH:22]([CH3:23])[CH3:24])=[CH:29][CH:30]=1. Procedure details: In analogy to the procedure described for the synthesis of [(3R,4S)-4-(4-Chloro-phenyl)-1-(piperidine-4-carbonyl)-pyrrolidin-3-yl]-ethyl-carbamic acid 4-fluoro-phenyl ester the title compound was prepared from 4-{(3S,4R)-3-(4-Chloro-phenyl)-4-[(4-fluoro-phenoxycarbonyl)-isopropyl-amino]-pyrrolidine-1-carbonyl}-piperidine-1-carboxylic acid tert-butyl ester through cleavage of the protecting group with TFA. The title compound was obtained as off-white foam. MS m/e: 488.3 [M+H]+. Starting materials: CC(C)(C)O, CC(C)(C)OO, C=C(C)C. Product: CC(C)(C)OOC(C)(C)C. As a reaction SMILES: [C:11]([OH:12])([CH3:13])([CH3:14])[CH3:15].[C:1]([CH3:2])([CH3:3])([CH3:4])[O:5][OH:6].[CH3:7][C:8]([CH3:9])=[CH2:10]>>[C:1]([CH3:2])([CH3:3])([CH3:4])[O:5][O:6][C:8]([CH3:7])([CH3:9])[CH3:10].